Dataset: the Open Reaction Database (ORD), a public repository of structured organic reaction records. Task: describe an organic reaction: reactants, conditions, products, and yield The reactants are BrC(Br)(Br)Br, C=CCOCc1ccccc1CO, C1CCOC1, c1ccc(P(c2ccccc2)c2ccccc2)cc1. Product: C=CCOCc1ccccc1CBr. As a reaction SMILES: [C:33]([Br:34])([Br:35])([Br:36])[Br:37].[CH2:1]([CH:2]=[CH2:3])[O:4][CH2:5][c:6]1[c:7]([CH2:12][OH:13])[cH:8][cH:9][cH:10][cH:11]1.[CH2:38]1[O:39][CH2:40][CH2:41][CH2:42]1.[c:14]1([P:15]([c:16]2[cH:17][cH:18][cH:19][cH:20][cH:21]2)[c:22]2[cH:23][cH:24][cH:25][cH:26][cH:27]2)[cH:28][cH:29][cH:30][cH:31][cH:32]1>>[CH2:1]([CH:2]=[CH2:3])[O:4][CH2:5][c:6]1[c:7]([CH2:12][Br:34])[cH:8][cH:9][cH:10][cH:11]1. The reactants are C(c1ccc2c(cc[nH]2)c1)=O, CC1=CN=C(C=C1)N, [C-]#[N+]C1CCCCC1. Reagents/catalysts: O=C(O)C(F)(F)F (trifluoroacetic acid). Run in CC(C)O (isopropyl alcohol), CC(C)O (isopropylalcohol). Reaction conditions: temperature 22 celsius, time 20 hour. Product: Cc1ccc2nc(c3ccc4c(cc[nH]4)c3)c(NC3CCCCC3)n2c1. Isolated yield 38.1%. As a reaction SMILES: CC1=CC=C(N)N=C1.[C-]#[N+]C1CCCCC1.O=CC1=CC2=C(NC=C2)C=C1>>CC1=CN2C(C=C1)=NC(=C2NC1CCCCC1)C1=CC=C2NC=CC2=C1. Starting materials: C=CCOCc1nc(OCc2ccccc2)c(CC(C)C)[n+]([O-])c1Cl, CCN(C(C)C)C(C)C, O. Yields the product CC=COCc1nc(OCc2ccccc2)c(CC(C)C)[n+]([O-])c1Cl. RXN SMILES: [CH2:1]([CH:2]=[CH2:3])[O:4][CH2:5][c:6]1[c:7]([Cl:25])[n+:8]([O-:24])[c:9]([CH2:20][CH:21]([CH3:22])[CH3:23])[c:10]([O:12][CH2:13][c:14]2[cH:15][cH:16][cH:17][cH:18][cH:19]2)[n:11]1.[CH:26]([N:27]([CH:28]([CH3:29])[CH3:30])[CH2:31][CH3:32])([CH3:33])[CH3:34].[OH2:35]>>[CH:1](=[CH:2][CH3:3])[O:4][CH2:5][c:6]1[c:7]([Cl:25])[n+:8]([O-:24])[c:9]([CH2:20][CH:21]([CH3:22])[CH3:23])[c:10]([O:12][CH2:13][c:14]2[cH:15][cH:16][cH:17][cH:18][cH:19]2)[n:11]1. The reactants are CC(=O)[O-], CC(=O)[O-], Cl, CS(=O)(=O)c1ccc(I)c(C(=O)O)c1, [Na+], [Na+], O=C([O-])[O-], O, OB(O)c1ccccc1, [Pd+2]. Yields the product CS(=O)(=O)c1ccc(-c2ccccc2)c(C(=O)O)c1. RXN SMILES: [C:32]([O-:33])(=[O:34])[CH3:35].[C:37]([O-:38])(=[O:39])[CH3:40].[ClH:30].[I:1][c:2]1[c:3]([C:4](=[O:5])[OH:6])[cH:7][c:8]([S:11](=[O:12])(=[O:13])[CH3:14])[cH:9][cH:10]1.[Na+:24].[Na+:25].[O-:26][C:27](=[O:28])[O-:29].[OH2:31].[OH:15][B:16]([OH:17])[c:18]1[cH:19][cH:20][cH:21][cH:22][cH:23]1.[Pd+2:36]>>[c:2]1(-[c:18]2[cH:19][cH:20][cH:21][cH:22][cH:23]2)[c:3]([C:4](=[O:5])[OH:6])[cH:7][c:8]([S:11](=[O:12])(=[O:13])[CH3:14])[cH:9][cH:10]1. Reactants: ClC1=CC=NC2=CC(=CC=C12)C(F)(F)F (4-chloro-7-trifluoromethylquinoline), [Cl-].[NH4+] (ammonium chloride). Run in CO (methanol). The product is NC1=CC=NC2=CC(=CC=C12)C(F)(F)F (4-amino-7-trifluoromethylquinoline). As a reaction SMILES: Cl[C:2]1[C:11]2[C:6](=[CH:7][C:8]([C:12]([F:15])([F:14])[F:13])=[CH:9][CH:10]=2)[N:5]=[CH:4][CH:3]=1.[Cl-].[NH4+:17]>CO>[NH2:17][C:2]1[C:11]2[C:6](=[CH:7][C:8]([C:12]([F:15])([F:14])[F:13])=[CH:9][CH:10]=2)[N:5]=[CH:4][CH:3]=1 |f:1.2|. Procedure: A solution of 4-chloro-7-trifluoromethylquinoline (1 g) and ammonium chloride (1 g) in methanol (10 mL) was heated at 70° C. overnight. Then the solid was filtered off and washed with methanol. The filtrated was evaporated to give 4-amino-7-trifluoromethylquinoline. LCMS: ret. time: 14.81 min.; purity: 82.25%; MS (m/e): 228.11 (M+16). Starting materials: COCOc1cc(Br)c(OCOC)c(CO)c1, CI, [H-], [Na+], CN(C)C=O. Yields the product COCOc1cc(Br)c(OCOC)c(COC)c1. RXN SMILES: [Br:3][c:4]1[c:5]([O:16][CH2:17][O:18][CH3:19])[c:6]([CH2:14][OH:15])[cH:7][c:8]([O:10][CH2:11][O:12][CH3:13])[cH:9]1.[CH3:20][I:21].[H-:1].[Na+:2].[O:22]=[CH:23][N:24]([CH3:25])[CH3:26]>>[Br:3][c:4]1[c:5]([O:16][CH2:17][O:18][CH3:19])[c:6]([CH2:14][O:15][CH3:20])[cH:7][c:8]([O:10][CH2:11][O:12][CH3:13])[cH:9]1. The reactants are OC1=C(C=CC(=C1)CN\C=C\1/C(NC(C2=CC=C(C=C12)I)=O)=O)NC(C1=CC=CC=C1)=O (N-[2-hydroxy-4-({[(Z)-(6-iodo-1,3-dioxo-2,3-dihydroisoquinolin-4(1H)-ylidene)methyl]amino}methyl)phenyl]benzamide), NC1=C(C=C(CN\C=C\2/C(NC(C3=CC=C(C=C23)I)=O)=O)C=C1)O[Si](C(C)C)(C(C)C)C(C)C ((4Z)-4-[({4-amino-3-[(triisopropylsilyl)oxy]benzyl}amino)methylene]-6-iodoisoquinoline-1,3(2H,4H)-dione), C(C(C)C)(=O)Cl (isobutyryl chloride). Yields the product OC1=C(C=CC(=C1)CN\C=C\1/C(NC(C2=CC=C(C=C12)I)=O)=O)NC(C(C)C)=O (N-[2-hydroxy-4-({[(Z)-(6-iodo-1,3-dioxo-2,3-dihydroisoquinolin-4(1H)-ylidene)methyl]amino}methyl)phenyl]-2-methylpropanamide). As a reaction SMILES: [OH:1][C:2]1[CH:7]=[C:6]([CH2:8][NH:9]/[CH:10]=[C:11]2\[C:12](=[O:23])[NH:13][C:14](=[O:22])[C:15]3[C:20]\2=[CH:19][C:18]([I:21])=[CH:17][CH:16]=3)[CH:5]=[CH:4][C:3]=1[NH:24][C:25](=[O:32])[C:26]1[CH:31]=CC=C[CH:27]=1.NC1C=CC(CN/C=C2\C(=O)NC(=O)C3C\2=CC(I)=CC=3)=CC=1O[Si](C(C)C)(C(C)C)C(C)C.C(Cl)(=O)C(C)C>>[OH:1][C:2]1[CH:7]=[C:6]([CH2:8][NH:9]/[CH:10]=[C:11]2\[C:12](=[O:23])[NH:13][C:14](=[O:22])[C:15]3[C:20]\2=[CH:19][C:18]([I:21])=[CH:17][CH:16]=3)[CH:5]=[CH:4][C:3]=1[NH:24][C:25](=[O:32])[CH:26]([CH3:27])[CH3:31]. Reported procedure: Following the acetylation and desilylation procedure employed for the preparation of N-[2-hydroxy-4-({[(Z)-(6-iodo-1,3-dioxo-2,3-dihydroisoquinolin-4(1H)-ylidene)methyl]amino}methyl)phenyl]benzamide, (4Z)-4-[({4-amino-3-[(triisopropylsilyl)oxy]benzyl}amino)methylene]-6-iodoisoquinoline-1,3(2H,4H)-dione (65 mg, 0.11 mmol) is reacted with isobutyryl chloride (38 μL, 0.33 mmol). Following desilylation and precipitation, N-[2-hydroxy-4-({[(Z)-(6-iodo-1,3-dioxo-2,3-dihydroisoquinolin-4(1H)-ylidene)me...